Dataset: the Open Reaction Database (ORD), a public repository of structured organic reaction records. Task: describe an organic reaction: reactants, conditions, products, and yield Reaction SMILES: [CH2:1]([c:2]1[cH:3][cH:4][cH:5][cH:6][cH:7]1)[O:8][CH2:9][C:10]([CH3:11])([CH3:12])[c:13]1[n:14][n:15][c:16]([NH:18][C:19]([CH:20]([CH2:21][CH2:22][CH3:23])[NH:24][CH:25]2[CH2:26][c:27]3[c:28]([F:36])[cH:29][c:30]([F:35])[cH:31][c:32]3[CH2:33][CH2:34]2)=[O:37])[s:17]1.[CH3:38][CH2:39][CH2:40][CH2:41][CH2:42][CH3:43].[CH3:48][CH2:49][O:50][C:51](=[O:52])[CH3:53].[CH:44]([Cl:45])([Cl:46])[Cl:47]>>[OH:8][CH2:9][C:10]([CH3:11])([CH3:12])[c:13]1[n:14][n:15][c:16]([NH:18][C:19]([CH:20]([CH2:21][CH2:22][CH3:23])[NH:24][CH:25]2[CH2:26][c:27]3[c:28]([F:36])[cH:29][c:30]([F:35])[cH:31][c:32]3[CH2:33][CH2:34]2)=[O:37])[s:17]1. Product: CCCC(NC1CCc2cc(F)cc(F)c2C1)C(=O)Nc1nnc(C(C)(C)CO)s1. Reactants: CCCC(NC1CCc2cc(F)cc(F)c2C1)C(=O)Nc1nnc(C(C)(C)COCc2ccccc2)s1, CCCCCC, CCOC(C)=O, ClC(Cl)Cl.